From a dataset of the Open Reaction Database (ORD), a public repository of structured organic reaction records. describe an organic reaction: reactants, conditions, products, and yield The reactants are FC(C(=O)O)(F)F.S1C=C(C=C1)C1=CC=C(C=C1)C(CNC(C)C)C (2-(4-(3-thienyl)phenyl)propyl-2-propyl amine trifluoroacetate), C1(CCCCC1)N=C=O (cyclohexyl isocyanate). The product is S1C=C(C=C1)C1=CC=C(C=C1)C(CNC(=O)NC1CCCCC1)C (2-(4-(3-Thienyl)phenyl)propyl-N′-cyclohexyl Urea). As a reaction SMILES: FC(F)(F)C(O)=O.[S:8]1[CH:12]=[CH:11][C:10]([C:13]2[CH:18]=[CH:17][C:16]([CH:19]([CH3:25])[CH2:20][NH:21]C(C)C)=[CH:15][CH:14]=2)=[CH:9]1.[CH:26]1([N:32]=[C:33]=[O:34])[CH2:31][CH2:30][CH2:29][CH2:28][CH2:27]1>>[S:8]1[CH:12]=[CH:11][C:10]([C:13]2[CH:18]=[CH:17][C:16]([CH:19]([CH3:25])[CH2:20][NH:21][C:33]([NH:32][CH:26]3[CH2:31][CH2:30][CH2:29][CH2:28][CH2:27]3)=[O:34])=[CH:15][CH:14]=2)=[CH:9]1 |f:0.1|. Procedure details: The title compound was prepared from 2-(4-(3-thienyl)phenyl)propyl-2-propyl amine trifluoroacetate (prepared in example 1) and cyclohexyl isocyanate in a manner analogous to the procedure described in Example 1. The reactants are COc1ccc(NC(=O)OC(C)(C)C)c([N+](=O)[O-])c1, CO. Yields the product COc1ccc(NC(=O)OC(C)(C)C)c(N)c1. As a reaction SMILES: [C:1]([CH3:2])([CH3:3])([CH3:4])[O:5][C:6]([NH:7][c:8]1[c:9]([N+:16]([O-:17])=[O:18])[cH:10][c:11]([O:14][CH3:15])[cH:12][cH:13]1)=[O:19].[CH3:20][OH:21]>>[C:1]([CH3:2])([CH3:3])([CH3:4])[O:5][C:6]([NH:7][c:8]1[c:9]([NH2:16])[cH:10][c:11]([O:14][CH3:15])[cH:12][cH:13]1)=[O:19]. The reactants are TEA, CS(=O)(=O)Cl (methanesulfonyl chloride), C(C1=CC=CC=C1)(C1=CC=CC=C1)(C1=CC=CC=C1)OCC[C@@H]1CC[C@H](CC1)O (trans-4-[2-(Trityloxy)ethyl]cyclohexanol). Solvent: C(Cl)(Cl)Cl (chloroform). Run at temperature 0 celsius, time 2 hour. Product: CS(=O)(=O)O[C@@H]1CC[C@H](CC1)CCOC(C1=CC=CC=C1)(C1=CC=CC=C1)C1=CC=CC=C1 (trans-4-[2-(Trityloxy)ethyl]cyclohexyl methanesulfonate). As a reaction SMILES: [C:1]([O:20][CH2:21][CH2:22][C@H:23]1[CH2:28][CH2:27][C@H:26]([OH:29])[CH2:25][CH2:24]1)([C:14]1[CH:19]=[CH:18][CH:17]=[CH:16][CH:15]=1)([C:8]1[CH:13]=[CH:12][CH:11]=[CH:10][CH:9]=1)[C:2]1[CH:7]=[CH:6][CH:5]=[CH:4][CH:3]=1.[CH3:30][S:31](Cl)(=[O:33])=[O:32]>C(Cl)(Cl)Cl>[CH3:30][S:31]([O:29][C@H:26]1[CH2:27][CH2:28][C@H:23]([CH2:22][CH2:21][O:20][C:1]([C:8]2[CH:13]=[CH:12][CH:11]=[CH:10][CH:9]=2)([C:14]2[CH:15]=[CH:16][CH:17]=[CH:18][CH:19]=2)[C:2]2[CH:3]=[CH:4][CH:5]=[CH:6][CH:7]=2)[CH2:24][CH2:25]1)(=[O:33])=[O:32]. Reported procedure: trans-4-[2-(Trityloxy)ethyl]cyclohexanol (1.95 g, 0.00504 mol) was dissolved in chloroform (40.00 mL) and the mixture was cooled to 0° C. To the reaction was added TEA (0.98 mL, 0.0071 mol) and methanesulfonyl chloride (0.47 mL, 0.0060 mol) and this mixture was stirred at 0° C. for 2 hours The reaction was then extracted with ethyl acetate and the organic extracts were washed with water, and saturated NaCl, then dried (MgSO4) and concentrated in vacuo. The reactants are BrCC(=O)C=1C=CC(=C(C1)S(=O)(=O)N)Cl (5-(2-bromoacetyl)-2-chlorobenzenesulphonamide), CC(CCC1=CC=CC=C1)NCC1=CC=CC=C1 (N-(1-methyl-3-phenylpropyl)-N-(phenylmethyl)amine). The solvent is CC(CC)=O (butanone). Conditions: time 30 minute. Product: ClC1=C(C=C(C=C1)C(CN(CC1=CC=CC=C1)C(CCC1=CC=CC=C1)C)O)S(=O)(=O)N (2-Chloro-5-[1-hydroxy-2-[N-(1-methyl-3-phenylpropyl)-N-(phenylmethyl)amino]ethyl]benzenesulphonamide). RXN SMILES: Br[CH2:2][C:3]([C:5]1[CH:6]=[CH:7][C:8]([Cl:15])=[C:9]([S:11]([NH2:14])(=[O:13])=[O:12])[CH:10]=1)=[O:4].[CH3:16][CH:17]([NH:26][CH2:27][C:28]1[CH:33]=[CH:32][CH:31]=[CH:30][CH:29]=1)[CH2:18][CH2:19][C:20]1[CH:25]=[CH:24][CH:23]=[CH:22][CH:21]=1>CC(=O)CC>[Cl:15][C:8]1[CH:7]=[CH:6][C:5]([CH:3]([OH:4])[CH2:2][N:26]([CH:17]([CH3:16])[CH2:18][CH2:19][C:20]2[CH:25]=[CH:24][CH:23]=[CH:22][CH:21]=2)[CH2:27][C:28]2[CH:33]=[CH:32][CH:31]=[CH:30][CH:29]=2)=[CH:10][C:9]=1[S:11]([NH2:14])(=[O:13])=[O:12]. Reported procedure: A mixture of 5-(2-bromoacetyl)-2-chlorobenzenesulphonamide (3.13 g) in butanone (50 ml) and N-(1-methyl-3-phenylpropyl)-N-(phenylmethyl)amine (4.8 g) was heated under reflux for 30 minutes. The solvent was removed under reduced pressure and the residue triturated with dry ether and filtered. The ether solution was evaporated to dryness and the product dissolved in ethanol (50 ml) and treated with sodium borohydride (0.3 g). The mixture was stirred for 30 minutes and a further aliquot of sodium b... The reactants are COC1=C(N)C=C(C=C1)[N+](=O)[O-] (2-methoxy-5-nitroaniline), C([O-])([O-])=O.[K+].[K+] (potassium carbonate), ClC(=O)OCC1=CC=CC=C1 (benzyl chloroformate). Solvent: O1CCCC1 (tetrahydrofuran), O (water), C(C)(=O)OCC (ethyl acetate). Run at time 12 hour. Product: C(C1=CC=CC=C1)OC(=O)NC=1C=C(C=CC1OC)[N+](=O)[O-] (3-Benzyloxycarbonylamino-4-methoxynitrobenzene). Yield: 86.0%. RXN SMILES: [CH3:1][O:2][C:3]1[CH:9]=[CH:8][C:7]([N+:10]([O-:12])=[O:11])=[CH:6][C:4]=1[NH2:5].C(=O)([O-])[O-].[K+].[K+].Cl[C:20]([O:22][CH2:23][C:24]1[CH:29]=[CH:28][CH:27]=[CH:26][CH:25]=1)=[O:21]>O1CCCC1.O.C(OCC)(=O)C>[CH2:23]([O:22][C:20]([NH:5][C:4]1[CH:6]=[C:7]([N+:10]([O-:12])=[O:11])[CH:8]=[CH:9][C:3]=1[O:2][CH3:1])=[O:21])[C:24]1[CH:29]=[CH:28][CH:27]=[CH:26][CH:25]=1 |f:1.2.3|. Reported procedure: To a stirred solution of 2-methoxy-5-nitroaniline (5.0 g, 30 mmol) and potassium carbonate (12 g, 90 mmol) in tetrahydrofuran (200 mL) and water (100 mL) was added benzyl chloroformate (6.1 g, 36 mmol). After 12 h, the mixture was diluted with ethyl acetate (200 mL) and the layers were separated. The organic phase was washed twice with 1 N aqueous hydrochloric acid, once with saturated aqueous sodium chloride solution, twice with saturated aqueous sodium bicarbonate solution, twice with saturate... Reactants: B(OC1=CC=C(C=C1)C)([O-])[O-] (4-methylphenyl borate), BrC=1C=CC2=C(C=C(CCN2C)C(=O)OC(C)(C)C)C1 (tert-butyl 7-bromo-1-methyl-2,3-dihydro-1-benzoazepine-4-carboxylate), tetrakistriphenylphosphine palladium, C([O-])([O-])=O.[K+].[K+] (potassium carbonate). Run in O.C(C)O.C1(=CC=CC=C1)C (water ethanol toluene), C(C)(=O)OCC (ethyl acetate). Conditions: time 30 minute. Product: CN1CCC(=CC2=C1C=CC(=C2)C2=CC=C(C=C2)C)C(=O)OC(C)(C)C (tert-butyl 1-methyl-7-(4-methylphenyl)-2,3-dihydro-1-benzoazepine-4-carboxylate). Yield: 71.5%. Reaction SMILES: B([O-])([O-])O[C:3]1[CH:8]=[CH:7][C:6]([CH3:9])=[CH:5][CH:4]=1.Br[C:13]1[CH:14]=[CH:15][C:16]2[N:22]([CH3:23])[CH2:21][CH2:20][C:19]([C:24]([O:26][C:27]([CH3:30])([CH3:29])[CH3:28])=[O:25])=[CH:18][C:17]=2[CH:31]=1.C(=O)([O-])[O-].[K+].[K+]>O.C(O)C.C1(C)C=CC=CC=1.C(OCC)(=O)C>[CH3:23][N:22]1[C:16]2[CH:15]=[CH:14][C:13]([C:3]3[CH:8]=[CH:7][C:6]([CH3:9])=[CH:5][CH:4]=3)=[CH:31][C:17]=2[CH:18]=[C:19]([C:24]([O:26][C:27]([CH3:30])([CH3:29])[CH3:28])=[O:25])[CH2:20][CH2:21]1 |f:2.3.4,5.6.7|. Reported procedure: In water:ethanol:toluene (1:1:10, 18.0 ml) were dissolved 4-methylphenyl borate (276 mg) and tert-butyl 7-bromo-1-methyl-2,3-dihydro-1-benzoazepine-4-carboxylate (571 mg), and to the mixture was added potassium carbonate (560 mg). The mixture was stirred under argon atmosphere for 30 minutes, and to the mixture was added tetrakistriphenylphosphine palladium (78 mg). Under argon atmosphere, the mixture was refluxed for 19.5 hours. The mixture was diluted with ethyl acetate (300 ml) and washed wit... Starting materials: CC1(OC[C@@H](O1)CCNC(=O)C1NC(C(C1C1=C(C(=CC=C1)Cl)F)(C#N)C1=C(C=C(C=C1)Cl)F)CC(CCN)(C)C)C (rac-(2R,3S,4R,5S)-5-(4-amino-2,2-dimethyl-butyl)-3-(3-chloro-2-fluoro-phenyl)-4-(4-chloro-2-fluoro-phenyl)-4-cyano-pyrrolidine-2-carboxylic acid [2-((S)-2,2-dimethyl-[1,3]dioxolan-4-yl)-ethyl]-amide), Cl (HCl). Solvent: O1CCCC1 (tetrahydrofuran). The product is O[C@@H](CCNC(=O)C1NC(C(C1C1=C(C(=CC=C1)Cl)F)(C#N)C1=C(C=C(C=C1)Cl)F)CC(CCN)(C)C)CO (rac-(2R,3S,4R,5S)-5-(4-amino-2,2-dimethyl-butyl)-3-(3-chloro-2-fluoro-phenyl)-4-(4-chloro-2-fluoro-phenyl)-4-cyano-pyrrolidine-2-carboxylic acid ((S)-3,4-dihydroxy-butyl)-amide), solid. Yield: 62.0%. As a reaction SMILES: CC1(C)[O:6][C@@H:5]([CH2:7][CH2:8][NH:9][C:10]([CH:12]2[CH:16]([C:17]3[CH:22]=[CH:21][CH:20]=[C:19]([Cl:23])[C:18]=3[F:24])[C:15]([C:27]3[CH:32]=[CH:31][C:30]([Cl:33])=[CH:29][C:28]=3[F:34])([C:25]#[N:26])[CH:14]([CH2:35][C:36]([CH3:41])([CH3:40])[CH2:37][CH2:38][NH2:39])[NH:13]2)=[O:11])[CH2:4][O:3]1.Cl>O1CCCC1>[OH:6][C@H:5]([CH2:4][OH:3])[CH2:7][CH2:8][NH:9][C:10]([CH:12]1[CH:16]([C:17]2[CH:22]=[CH:21][CH:20]=[C:19]([Cl:23])[C:18]=2[F:24])[C:15]([C:27]2[CH:32]=[CH:31][C:30]([Cl:33])=[CH:29][C:28]=2[F:34])([C:25]#[N:26])[CH:14]([CH2:35][C:36]([CH3:41])([CH3:40])[CH2:37][CH2:38][NH2:39])[NH:13]1)=[O:11]. Procedure details: In a manner similar to the method described in Examples 42d, rac-(2R,3S,4R,5S)-5-(4-amino-2,2-dimethyl-butyl)-3-(3-chloro-2-fluoro-phenyl)-4-(4-chloro-2-fluoro-phenyl)-4-cyano-pyrrolidine-2-carboxylic acid [2-((S)-2,2-dimethyl-[1,3]dioxolan-4-yl)-ethyl]-amide prepared in Example 121a (50 mg, 0.08 mmol) was reacted with aqueous HCl solution (1 N, 3 mL, 3 mol) in tetrahydrofuran (7 mL) at room temperature for 2 h to give rac-(2R,3S,4R,5S)-5-(4-amino-2,2-dimethyl-butyl)-3-(3-chloro-2-fluoro-phenyl)... Yields the product CC(C)NC(=O)COc1cccc(-c2nc(Nc3ccc4c(cnn4C(=O)OC(C)(C)C)c3)c3ccccc3n2)c1. Reaction SMILES: [CH:35]([CH3:36])([CH3:37])[NH:38][C:39]([CH2:40][Br:41])=[O:42].[K+:43].[K+:44].[O-:45][C:46]([O-:47])=[O:48].[O:49]=[CH:50][N:51]([CH3:52])[CH3:53].[OH:1][c:2]1[cH:3][c:4](-[c:8]2[n:9][c:10]3[cH:11][cH:12][cH:13][cH:14][c:15]3[c:16]([NH:18][c:19]3[cH:20][c:21]4[cH:22][n:23][n:24]([C:28](=[O:29])[O:30][C:31]([CH3:32])([CH3:33])[CH3:34])[c:25]4[cH:26][cH:27]3)[n:17]2)[cH:5][cH:6][cH:7]1>>[O:1]([c:2]1[cH:3][c:4](-[c:8]2[n:9][c:10]3[cH:11][cH:12][cH:13][cH:14][c:15]3[c:16]([NH:18][c:19]3[cH:20][c:21]4[cH:22][n:23][n:24]([C:28](=[O:29])[O:30][C:31]([CH3:32])([CH3:33])[CH3:34])[c:25]4[cH:26][cH:27]3)[n:17]2)[cH:5][cH:6][cH:7]1)[CH2:40][C:39]([NH:38][CH:35]([CH3:36])[CH3:37])=[O:42]. Reactants: CC(C)NC(=O)CBr, [K+], [K+], O=C([O-])[O-], CN(C)C=O, CC(C)(C)OC(=O)n1ncc2cc(Nc3nc(-c4cccc(O)c4)nc4ccccc34)ccc21. Reactants: BrC1=CC=C(C(=N1)N)N (6-bromopyridine-2,3-diamine), C(C)OC(OCC)OCC (triethylorthoformate). Solvent: C(=O)O (formic acid). Run at temperature 100 celsius. Product: BrC1=CC=C2C(=N1)NC=N2 (5-bromo-3H-imidazo[4,5-b]pyridine). Yield: 18.0%. Reaction SMILES: [Br:1][C:2]1[N:7]=[C:6]([NH2:8])[C:5]([NH2:9])=[CH:4][CH:3]=1.[CH2:10](OC(OCC)OCC)C>C(O)=O>[Br:1][C:2]1[N:7]=[C:6]2[NH:8][CH:10]=[N:9][C:5]2=[CH:4][CH:3]=1. Procedure: A stirred mixture of 6-bromopyridine-2,3-diamine (1.30 g, 6.91 mmol) from Step 1 of this Example, formic acid (0.7 mL), and triethylorthoformate (28 mL) was heated at 100° C. for 1.5 h. After the reaction mixture was cooled to rt, the mixture was concentrated under reduced pressure. The residue was triturated with a mixture of 5% MeOH in DCM. The solid was collected by filtration and dried to afford 5-bromo-3H-imidazo[4,5-b]pyridine (245 mg, 18%) as a tan solid which did not require further puri... Reactants: COC(=O)C1CCC2(C=C(c3cc(C(F)(F)F)ccc3C(F)(F)F)CO2)C1c1ccc(F)cc1, CC(=O)O. As a reaction SMILES: [CH3:1][O:2][C:3](=[O:4])[CH:5]1[CH:6]([c:28]2[cH:29][cH:30][c:31]([F:34])[cH:32][cH:33]2)[C:7]2([CH:8]=[C:9]([c:12]3[c:13]([C:22]([F:23])([F:24])[F:25])[cH:14][cH:15][c:16]([C:18]([F:19])([F:20])[F:21])[cH:17]3)[CH2:10][O:11]2)[CH2:26][CH2:27]1.[CH3:35][C:36](=[O:37])[OH:38]>>[CH3:1][O:2][C:3](=[O:4])[CH:5]1[CH:6]([c:28]2[cH:29][cH:30][c:31]([F:34])[cH:32][cH:33]2)[C:7]2([CH2:8][CH:9]([c:12]3[c:13]([C:22]([F:23])([F:24])[F:25])[cH:14][cH:15][c:16]([C:18]([F:19])([F:20])[F:21])[cH:17]3)[CH2:10][O:11]2)[CH2:26][CH2:27]1. Product: COC(=O)C1CCC2(CC(c3cc(C(F)(F)F)ccc3C(F)(F)F)CO2)C1c1ccc(F)cc1.